From a dataset of the Open Reaction Database (ORD), a public repository of structured organic reaction records. describe an organic reaction: reactants, conditions, products, and yield Starting materials: ClC1=CC2=C(C=N1)SC1=C2C=C(C=C1)Br (3-chloro-6-bromo-[1]benzothieno[2,3-c]pyridine), C1=C(C=CC=2C3=CC=CC=C3C3=CC=CC=C3C12)B(O)O (triphenylen-2-ylboronic acid), [O-]P(=O)([O-])[O-].[K+].[K+].[K+] (potassium phosphate tribasic), C1(=CC=CC=C1)C (toluene). The reagents and catalysts are C=1C=CC(=CC1)/C=C/C(=O)/C=C/C2=CC=CC=C2.C=1C=CC(=CC1)/C=C/C(=O)/C=C/C2=CC=CC=C2.C=1C=CC(=CC1)/C=C/C(=O)/C=C/C2=CC=CC=C2.[Pd].[Pd] (tris(dibenzylideneacetone)dipalladium), C1(CCCCC1)P(C1=C(C=CC=C1)C1=C(C=CC=C1OC)OC)C1CCCCC1 (2-dicyclohexylphosphino-2′,6′-dimethoxybiphenyl). The solvent is O (water). Yields the product ClC1=CC2=C(C=N1)SC1=C2C=C(C=C1)C1=CC=2C3=CC=CC=C3C3=CC=CC=C3C2C=C1 (3-chloro-6-(2-triphenyleneyl)-[1]Benzothieno[2,3-c]pyridine). Isolated yield 69.0%. Reaction SMILES: [Cl:1][C:2]1[N:7]=[CH:6][C:5]2[S:8][C:9]3[CH:14]=[CH:13][C:12](Br)=[CH:11][C:10]=3[C:4]=2[CH:3]=1.[CH:16]1[C:33]2[C:32]3[C:27](=[CH:28][CH:29]=[CH:30][CH:31]=3)[C:26]3[C:21](=[CH:22][CH:23]=[CH:24][CH:25]=3)[C:20]=2[CH:19]=[CH:18][C:17]=1B(O)O.[O-]P([O-])([O-])=O.[K+].[K+].[K+].C1(C)C=CC=CC=1>C1C=CC(/C=C/C(/C=C/C2C=CC=CC=2)=O)=CC=1.C1C=CC(/C=C/C(/C=C/C2C=CC=CC=2)=O)=CC=1.C1C=CC(/C=C/C(/C=C/C2C=CC=CC=2)=O)=CC=1.[Pd].[Pd].C1(P(C2CCCCC2)C2C=CC=CC=2C2C(OC)=CC=CC=2OC)CCCCC1.O>[Cl:1][C:2]1[N:7]=[CH:6][C:5]2[S:8][C:9]3[CH:14]=[CH:13][C:12]([C:29]4[CH:30]=[CH:31][C:32]5[C:33]6[C:20](=[CH:19][CH:18]=[CH:17][CH:16]=6)[C:21]6[C:26](=[CH:25][CH:24]=[CH:23][CH:22]=6)[C:27]=5[CH:28]=4)=[CH:11][C:10]=3[C:4]=2[CH:3]=1 |f:2.3.4.5,7.8.9.10.11|. Reported procedure: The mixture of 3-chloro-6-bromo-[1]benzothieno[2,3-c]pyridine (1.7 g, 5.8 mmol), triphenylen-2-ylboronic acid (1.6 g, 5.8 mmol), potassium phosphate tribasic (3.7 g, 17 mmol), 200 mL toluene and 10 mL water was prepared and bubbled with nitrogen for twenty minutes. Then the tris(dibenzylideneacetone)dipalladium (53 mg, 0.060 mmol) and 2-dicyclohexylphosphino-2′,6′-dimethoxybiphenyl (96 mg, 0.23 mmol) were added. The mixture was bubbled with nitrogen for another twenty minutes. After refluxed ove... The reactants are C(C)(=O)OCCOC1=NC(=NC(=C1OC1=CC(=CC=C1)OC)NS(=O)(=O)C1=CC=C(C=C1)C(C)(C)C)C(=O)O (4-(2-acetoxy-ethoxy)-6-(4-tert.butyl-phenyl-sulphonylamino)-5-(3-methoxy-phenoxy)-pyrimidine-2-carboxylic acid), C([O-])([O-])=O.[Na+].[Na+] (sodium carbonate). Solvent: CO (methanol), O (water). Product: C(C)(C)(C)C1=CC=C(C=C1)S(=O)(=O)NC1=C(C(=NC(=N1)C(=O)O)OCCO)OC1=CC(=CC=C1)OC (6-(4-tert.butyl-phenylsulphonylamino)-4-(2-hydroxy-ethoxy)-5-(3-methoxy-phenoxy)-pyrimidine-2-carboxylic acid). The yield is 40.8%. RXN SMILES: C([O:4][CH2:5][CH2:6][O:7][C:8]1[C:13]([O:14][C:15]2[CH:20]=[CH:19][CH:18]=[C:17]([O:21][CH3:22])[CH:16]=2)=[C:12]([NH:23][S:24]([C:27]2[CH:32]=[CH:31][C:30]([C:33]([CH3:36])([CH3:35])[CH3:34])=[CH:29][CH:28]=2)(=[O:26])=[O:25])[N:11]=[C:10]([C:37]([OH:39])=[O:38])[N:9]=1)(=O)C.C(=O)([O-])[O-].[Na+].[Na+]>CO.O>[C:33]([C:30]1[CH:29]=[CH:28][C:27]([S:24]([NH:23][C:12]2[N:11]=[C:10]([C:37]([OH:39])=[O:38])[N:9]=[C:8]([O:7][CH2:6][CH2:5][OH:4])[C:13]=2[O:14][C:15]2[CH:20]=[CH:19][CH:18]=[C:17]([O:21][CH3:22])[CH:16]=2)(=[O:25])=[O:26])=[CH:32][CH:31]=1)([CH3:36])([CH3:34])[CH3:35] |f:1.2.3|. Procedure: 0.09 g of 4-(2-acetoxy-ethoxy)-6-(4-tert.butyl-phenyl-sulphonylamino)-5-(3-methoxy-phenoxy)-pyrimidine-2-carboxylic acid in 4 ml of methanol and 1.5 ml of water was stirred with 0.05 g of sodium carbonate at 20° C. for 2 hours. The methanol was evaporated and the residue was partitioned between chloroform and aqueous 1N hydrochloric acid. The organic phase was dried and evaporated. The residue was purified over silica gel with chloroform-methanol-water, 60:35:5. There was obtained 0.034 g of 6-(...